This data is from the Open Reaction Database (ORD), a public repository of structured organic reaction records. The task is: describe an organic reaction: reactants, conditions, products, and yield The reactants are CC(CC(=O)C=1C(=NN(C1)CC1=CC=CC2=CC=CC=C12)C(=O)OCC)C (ethyl 4-(3-methyl-1-oxobutyl)-1-(1-naphthalenylmethyl)-1H-pyrazole-3-carboxylate), CNN (methylhydrazine). Run in C(C)O (ethanol), O (water). Product: CN1N=C(C=2C(C1=O)=NN(C2)CC2=CC=CC1=CC=CC=C21)CC(C)C (2,6-Dihydro-6-methyl-4-(2-methylpropyl)-2-(1-naphthalenylmethyl)-7H-pyrazolo[3,4-d]pyridazin-7-one). As a reaction SMILES: [CH3:1][CH:2]([CH3:27])[CH2:3][C:4]([C:6]1[C:7]([C:22](OCC)=[O:23])=[N:8][N:9]([CH2:11][C:12]2[C:21]3[C:16](=[CH:17][CH:18]=[CH:19][CH:20]=3)[CH:15]=[CH:14][CH:13]=2)[CH:10]=1)=O.[CH3:28][NH:29][NH2:30]>C(O)C.O>[CH3:28][N:29]1[C:22](=[O:23])[C:7]2=[N:8][N:9]([CH2:11][C:12]3[C:21]4[C:16](=[CH:17][CH:18]=[CH:19][CH:20]=4)[CH:15]=[CH:14][CH:13]=3)[CH:10]=[C:6]2[C:4]([CH2:3][CH:2]([CH3:27])[CH3:1])=[N:30]1. Reported procedure: A mixture of ethyl 4-(3-methyl-1-oxobutyl)-1-(1-naphthalenylmethyl)-1H-pyrazole-3-carboxylate (0.15 g) and methylhydrazine (0.1 ml) in ethanol (2 ml) was heated at reflux for 18 hours. The reaction was diluted with water and then extracted into ethyl acetate. The organic phase was washed with brine, dried, filtered and evaporated. The residue was chromatographed, eluting with dichloromethane:ethanol (19:1), to give the title compound (0.08 g).